This data is from the Open Reaction Database (ORD), a public repository of structured organic reaction records. The task is: describe an organic reaction: reactants, conditions, products, and yield Starting materials: CC(=O)O[BH-](OC(C)=O)OC(C)=O, CO, ClC(Cl)Cl, COC(=O)c1cc2ccc(OC)cc2n1CCN1CCC(N)CC1, [Na+], O=Cc1cc2c(cn1)OCCO2. The product is COC(=O)c1cc2ccc(OC)cc2n1CCN1CCC(NCc2cc3c(cn2)OCCO3)CC1. As a reaction SMILES: [C:37]([O:38][BH-:39]([O:40][C:41](=[O:42])[CH3:43])[O:44][C:45](=[O:46])[CH3:47])(=[O:48])[CH3:49].[CH3:51][OH:52].[CH:53]([Cl:54])([Cl:55])[Cl:56].[NH2:1][CH:2]1[CH2:3][CH2:4][N:5]([CH2:8][CH2:9][n:10]2[c:11]([C:21](=[O:22])[O:23][CH3:24])[cH:12][c:13]3[cH:14][cH:15][c:16]([O:19][CH3:20])[cH:17][c:18]23)[CH2:6][CH2:7]1.[Na+:50].[O:25]1[CH2:26][CH2:27][O:28][c:29]2[cH:30][n:31][c:32]([CH:35]=[O:36])[cH:33][c:34]21>>[NH:1]([CH:2]1[CH2:3][CH2:4][N:5]([CH2:8][CH2:9][n:10]2[c:11]([C:21](=[O:22])[O:23][CH3:24])[cH:12][c:13]3[cH:14][cH:15][c:16]([O:19][CH3:20])[cH:17][c:18]23)[CH2:6][CH2:7]1)[CH2:35][c:32]1[n:31][cH:30][c:29]2[c:34]([cH:33]1)[O:25][CH2:26][CH2:27][O:28]2. The reactants are COC1=NC(=NC2=CC=CC=C12)C1=CC=CC=C1 (4-Methoxy-2-phenylquinazoline), BrCCCCC(=O)OCC (ethyl 5-bromovalerate). Yields the product C(C)OC(=O)CCCCOC1=NC(=NC2=CC=CC=C12)C1=CC=CC=C1 (4-Ethoxycarbonylbutoxy-2-phenylquinazoline). The yield is 79.4%. As a reaction SMILES: [CH3:1][O:2][C:3]1[C:12]2[C:7](=[CH:8][CH:9]=[CH:10][CH:11]=2)[N:6]=[C:5]([C:13]2[CH:18]=[CH:17][CH:16]=[CH:15][CH:14]=2)[N:4]=1.BrC[CH2:21][CH2:22][CH2:23][C:24]([O:26][CH2:27][CH3:28])=[O:25]>>[CH2:27]([O:26][C:24]([CH2:23][CH2:22][CH2:21][CH2:1][O:2][C:3]1[C:12]2[C:7](=[CH:8][CH:9]=[CH:10][CH:11]=2)[N:6]=[C:5]([C:13]2[CH:18]=[CH:17][CH:16]=[CH:15][CH:14]=2)[N:4]=1)=[O:25])[CH3:28]. Procedure details: According to the preparation of 69, ethyl 5-bromovalerate (1.88 g, 9.00 mmol) was used to yield 73 (1.25 g, 79.4%) as colorless powder.